This data is from the Open Reaction Database (ORD), a public repository of structured organic reaction records. The task is: describe an organic reaction: reactants, conditions, products, and yield The reactants are ice, ice, FC1=CC=C(C=C1)C=1OC2=C(C1C(=O)OC)C=C(C(=C2)[N+](=O)[O-])OC(C)C (methyl 2-(4-fluorophenyl)-5-[(1-methylethyl)oxy]-6-nitro-1-benzofuran-3-carboxylate), solution, B(Cl)(Cl)Cl (boron trichloride). Solvent: ClCCl (dichloromethane), ClCCl (dichloromethane). The product is FC1=CC=C(C=C1)C=1OC2=C(C1C(=O)OC)C=C(C(=C2)[N+](=O)[O-])O (methyl 2-(4-fluorophenyl)-5-hydroxy-6-nitro-1-benzofuran-3-carboxylate). Reaction SMILES: [F:1][C:2]1[CH:7]=[CH:6][C:5]([C:8]2[O:9][C:10]3[CH:20]=[C:19]([N+:21]([O-:23])=[O:22])[C:18]([O:24]C(C)C)=[CH:17][C:11]=3[C:12]=2[C:13]([O:15][CH3:16])=[O:14])=[CH:4][CH:3]=1.B(Cl)(Cl)Cl>ClCCl>[F:1][C:2]1[CH:3]=[CH:4][C:5]([C:8]2[O:9][C:10]3[CH:20]=[C:19]([N+:21]([O-:23])=[O:22])[C:18]([OH:24])=[CH:17][C:11]=3[C:12]=2[C:13]([O:15][CH3:16])=[O:14])=[CH:6][CH:7]=1. Procedure details: To a stirred solution of methyl 2-(4-fluorophenyl)-5-[(1-methylethyl)oxy]-6-nitro-1-benzofuran-3-carboxylate (5.237 g, 14.03 mmol) in dry dichloromethane (70 mL) at −15° C., under an atmosphere of nitrogen, was added a 1M solution of boron trichloride in dichloromethane (23.85 mL, 23.85 mmol) over 30 minutes using a syringe pump. The dark brown-red reaction mixture was poured over ice (˜250 mL). The ice was allowed to melt and the mixture extracted with dichloromethane (˜450 mL). The organic pha... Reactants: N1C=NC=C1 (imidazole), ClC=1N=C(C2=C(N1)SC1=C2CCCC1)NCC1=CC2=C(C=C1)OCCO2 (2-chloro-5,6,7,8-tetrahydro-4-(3,4-ethylendioxybenzylamino)-[1]-benzothieno-[2,3-d]-pyrimidine). The product is N1(C=NC=C1)C=1N=C(C2=C(N1)SC1=C2CCCC1)NCC1=CC2=C(C=C1)OCCO2 (2-(imidazol-1-yl)-5,6,7,8-tetrahydro-4-(3,4-ethylendioxybenzylamino)-[1]-benzothieno-[2,3-d]-pyrimidine). As a reaction SMILES: [NH:1]1[CH:5]=[CH:4][N:3]=[CH:2]1.Cl[C:7]1[N:8]=[C:9]([NH:20][CH2:21][C:22]2[CH:27]=[CH:26][C:25]3[O:28][CH2:29][CH2:30][O:31][C:24]=3[CH:23]=2)[C:10]2[C:15]3[CH2:16][CH2:17][CH2:18][CH2:19][C:14]=3[S:13][C:11]=2[N:12]=1>>[N:1]1([C:7]2[N:8]=[C:9]([NH:20][CH2:21][C:22]3[CH:27]=[CH:26][C:25]4[O:28][CH2:29][CH2:30][O:31][C:24]=4[CH:23]=3)[C:10]3[C:15]4[CH2:16][CH2:17][CH2:18][CH2:19][C:14]=4[S:13][C:11]=3[N:12]=2)[CH:5]=[CH:4][N:3]=[CH:2]1. Procedure details: Following the procedure of Example 97, the reaction of imidazole with 2-chloro-5,6,7,8-tetrahydro-4-(3,4-ethylendioxybenzylamino)-[1]-benzothieno-[2,3-d]-pyrimidine gives 2-(imidazol-1-yl)-5,6,7,8-tetrahydro-4-(3,4-ethylendioxybenzylamino)-[1]-benzothieno-[2,3-d]-pyrimidine. Reactants: Clc1ccnc2[nH]cc(I)c12, [H-], [Na+], CN(C)C=O, O, O=S(=O)(Cl)c1ccccc1. Product: O=S(=O)(c1ccccc1)n1cc(I)c2c(Cl)ccnc21. As a reaction SMILES: [Cl:3][c:4]1[c:5]2[c:6]([n:7][cH:8][cH:9]1)[nH:10][cH:11][c:12]2[I:13].[H-:1].[Na+:2].[O:24]=[CH:25][N:26]([CH3:27])[CH3:28].[OH2:29].[c:14]1([S:20](=[O:21])(=[O:22])[Cl:23])[cH:15][cH:16][cH:17][cH:18][cH:19]1>>[Cl:3][c:4]1[c:5]2[c:6]([n:7][cH:8][cH:9]1)[n:10]([S:20]([c:14]1[cH:15][cH:16][cH:17][cH:18][cH:19]1)(=[O:21])=[O:22])[cH:11][c:12]2[I:13]. The reactants are CCC(=O)Cl, CC1CN(C(=O)OCc2ccccc2)CCC1Nc1ccccc1, CC#N, CN(C)c1ccncc1, [Na+], [Na+], O=C([O-])[O-]. Product: CCC(=O)N(c1ccccc1)C1CCN(C(=O)OCc2ccccc2)CC1C. RXN SMILES: [C:28]([CH2:29][CH3:30])(=[O:31])[Cl:32].[CH2:1]([c:2]1[cH:3][cH:4][cH:5][cH:6][cH:7]1)[O:8][C:9](=[O:10])[N:11]1[CH2:12][CH:13]([CH3:24])[CH:14]([NH:17][c:18]2[cH:19][cH:20][cH:21][cH:22][cH:23]2)[CH2:15][CH2:16]1.[CH3:25][C:26]#[N:27].[CH3:33][N:34]([CH3:35])[c:36]1[cH:37][cH:38][n:39][cH:40][cH:41]1.[Na+:42].[Na+:43].[O-:44][C:45](=[O:46])[O-:47]>>[CH2:1]([c:2]1[cH:3][cH:4][cH:5][cH:6][cH:7]1)[O:8][C:9](=[O:10])[N:11]1[CH2:12][CH:13]([CH3:24])[CH:14]([N:17]([c:18]2[cH:19][cH:20][cH:21][cH:22][cH:23]2)[C:28]([CH2:29][CH3:30])=[O:31])[CH2:15][CH2:16]1. Starting materials: Cn1cncc1C(O)(c1ccc(Cl)cc1)c1ccc2c(c1)c(-c1cccc(Cl)c1)nc1nnnn12, O, NC(=O)N=S(=O)=O. Yields the product Cn1cncc1C(N)(c1ccc(Cl)cc1)c1ccc2c(c1)c(-c1cccc(Cl)c1)nc1nnnn12. As a reaction SMILES: [Cl:1][c:2]1[cH:3][c:4](-[c:8]2[n:9][c:10]3[n:11]([c:12]4[cH:13][cH:14][c:15]([C:18]([OH:19])([c:20]5[cH:21][n:22][cH:23][n:24]5[CH3:25])[c:26]5[cH:27][cH:28][c:29]([Cl:32])[cH:30][cH:31]5)[cH:16][c:17]24)[n:33][n:34][n:35]3)[cH:5][cH:6][cH:7]1.[OH2:43].[S:36](=[N:39][C:37]([NH2:38])=[O:40])(=[O:41])=[O:42]>>[Cl:1][c:2]1[cH:3][c:4](-[c:8]2[n:9][c:10]3[n:11]([c:12]4[cH:13][cH:14][c:15]([C:18]([c:20]5[cH:21][n:22][cH:23][n:24]5[CH3:25])([c:26]5[cH:27][cH:28][c:29]([Cl:32])[cH:30][cH:31]5)[NH2:39])[cH:16][c:17]24)[n:33][n:34][n:35]3)[cH:5][cH:6][cH:7]1.